Dataset: the Open Reaction Database (ORD), a public repository of structured organic reaction records. Task: describe an organic reaction: reactants, conditions, products, and yield Reactants: C(C1=CC=CC=C1)OC(=O)N1[C@@H](C(=O)N(C)C)CCC1 (1-(Benzyloxycarbonyl)-N,N-dimethyl-D-prolinamide). The reagents and catalysts are [OH-].[Pd+2].[OH-] (palladium hydroxide). Run in CO (methanol). Reaction conditions: time 3 hour. The product is CN(C([C@@H]1NCCC1)=O)C (N,N-Dimethyl-D-prolinamide). RXN SMILES: C(OC([N:11]1[CH2:20][CH2:19][CH2:18][C@@H:12]1[C:13]([N:15]([CH3:17])[CH3:16])=[O:14])=O)C1C=CC=CC=1>[OH-].[Pd+2].[OH-].CO>[CH3:16][N:15]([CH3:17])[C:13](=[O:14])[C@H:12]1[CH2:18][CH2:19][CH2:20][NH:11]1 |f:1.2.3|. Procedure: To the subtitle compound of step i) (4.45 g) was added palladium hydroxide (0.20 g) and methanol (50 ml). The mixture was stirred under a hydrogen atmosphere (4 bar) at room temperature for 3 h before the catalyst was filtered through celite and the solvent was evaporated to afford the subtitle compound as a solid. Yield: 2.25 g. Starting materials: NC1=CC=C(C(=O)N)C=C1 (4-aminobenzamide), solution, BrCC#C (3-bromo-1-propyne), CC1=NC(=CC=C1)C (2,6-dimethylpyridine). Solvent: C1(=CC=CC=C1)C (toluene), CC(=O)N(C)C (dimethylacetamide). Conditions: temperature 60 celsius, time 2 hour. Product: C(C#C)NC1=CC=C(C(=O)N)C=C1 (4-(2-Propynylamino)benzamide). Reaction SMILES: [NH2:1][C:2]1[CH:10]=[CH:9][C:5]([C:6]([NH2:8])=[O:7])=[CH:4][CH:3]=1.Br[CH2:12][C:13]#[CH:14].CC1C=CC=C(C)N=1>C1(C)C=CC=CC=1.CC(N(C)C)=O>[CH2:14]([NH:1][C:2]1[CH:10]=[CH:9][C:5]([C:6]([NH2:8])=[O:7])=[CH:4][CH:3]=1)[C:13]#[CH:12]. Procedure: A suspension of 13.62 g (0.1 mol) of 4-aminobenzamide, 17.85 g (0.12 mol) of an 80% solution of 3-bromo-1-propyne in toluene, and 13.98 ml (0.12 mol) of 2,6-dimethylpyridine in 140 ml of dimethylacetamide (DMA) is stirred at 60° C. for two hours and then at 90° C. for one hour. The solution is cooled and the precipitated solid is collected and discarded. The filtrate is poured into a water-ice mixture and stirred. The suspension is extracted with ethyl acetate. The ethyl acetate solution is sepa...